From a dataset of the Open Reaction Database (ORD), a public repository of structured organic reaction records. describe an organic reaction: reactants, conditions, products, and yield The reactants are NC=1C=NC=CC1 (3-aminopyridine), ClC1=CC=C(C=C1)C1=C(C=NO1)CCC(=O)O (3-[5-(4-chlorophenyl)-4-isoxazolyl]propionic acid), O.ON1N=NC2=C1C=CC=C2 (1-hydroxy-1H-1,2,3-benzotriazole hydrate), Cl.C(C)N=C=NCCCN(C)C (1-ethyl-3-(3-dimethylaminopropyl)carbodiimide hydrochloride). The solvent is CN(C=O)C (N,N-dimethylformamide), O (water). Conditions: time 8 hour. Yields the product N1=CC(=CC=C1)NC(CCC=1C=NOC1C1=CC=C(C=C1)Cl)=O (N-(3-pyridyl)-3-[5-(4-chlorophenyl)-4-isoxazolyl]propionamide). The yield is 95.7%. As a reaction SMILES: [NH2:1][C:2]1[CH:3]=[N:4][CH:5]=[CH:6][CH:7]=1.[Cl:8][C:9]1[CH:14]=[CH:13][C:12]([C:15]2[O:19][N:18]=[CH:17][C:16]=2[CH2:20][CH2:21][C:22](O)=[O:23])=[CH:11][CH:10]=1.O.ON1C2C=CC=CC=2N=N1.Cl.C(N=C=NCCCN(C)C)C>O.CN(C)C=O>[N:4]1[CH:5]=[CH:6][CH:7]=[C:2]([NH:1][C:22](=[O:23])[CH2:21][CH2:20][C:16]2[CH:17]=[N:18][O:19][C:15]=2[C:12]2[CH:13]=[CH:14][C:9]([Cl:8])=[CH:10][CH:11]=2)[CH:3]=1 |f:2.3,4.5|. Procedure details: A mixture of 3-aminopyridine (0.18 g), 3-[5-(4-chlorophenyl)-4-isoxazolyl]propionic acid (0.50 g), 1-hydroxy-1H-1,2,3-benzotriazole hydrate (0.35 g), 1-ethyl-3-(3-dimethylaminopropyl)carbodiimide hydrochloride (0.45 g) and N,N-dimethylformamide (15 ml) was stirred at room temperature overnight. The reaction mixture was poured into water and the mixture was extracted with ethyl acetate. The ethyl acetate layer was washed with dilute hydrochloric acid, saturated aqueous sodium hydrogencarbonate an... The reactants are NC1=C(C=NC(=C1)Br)/C=C/C(C)=O ((E)-4-(4-Amino-6-bromopyridin-3-yl)but-3-en-2-one), C[S-].[Na+] (sodium thiomethoxide), IC (Iodomethane). Solvent: C(C)O (ethanol). Reaction conditions: time 45 minute. Yields the product BrC1=NC=C2C=CC(=NC2=C1)C (7-Bromo-2-methyl-1,6-naphthyridine). Isolated yield 90.0%. As a reaction SMILES: [NH2:1][C:2]1[CH:7]=[C:6]([Br:8])[N:5]=[CH:4][C:3]=1/[CH:9]=[CH:10]/[C:11](=O)[CH3:12].C[S-].[Na+].IC>C(O)C>[Br:8][C:6]1[CH:7]=[C:2]2[C:3]([CH:9]=[CH:10][C:11]([CH3:12])=[N:1]2)=[CH:4][N:5]=1 |f:1.2|. Procedure details: (E)-4-(4-Amino-6-bromopyridin-3-yl)but-3-en-2-one (Preparation 66, 331 mg 1.37 mmol) and sodium thiomethoxide (97.5 mg 1.39 mmol) were stirred in ethanol (2.9 mL) at 20° C. for 50 minutes. Iodomethane (86 uL, 1.38 mmole) was added and the reaction stirred for another 45 minutes. The reaction was concentrated in vacuo and diluted with ethyl acetate (30 mL) and washed with water (10 mL). The aqueous was back extracted with ethyl acetate (5 mL) and the combined organic layers were washed with brine... Yields the product N(=[N+]=[N-])CC1=CSC=2NC(=NS(C21)(=O)=O)C=2C(N(C1C3CCC(C1C2O)C3)CC3=CC=C(C=C3)F)=O (5-(7-Azidomethyl-1,1-dioxo-1,4-dihydro-1λ6-thieno[2,3-e][1,2,4]thiadiazin-3-yl)-3-(4-fluoro-benzyl)-6-hydroxy-3-aza-tricyclo[6.2.1.02,7]undec-5-en-4-one), N(=[N+]=[N-])CC1=CSC=2NC(=NS(C21)(=O)=O)C=2C(N([C@H]1[C@@H]3CC[C@H]([C@H]1C2O)C3)CC3=CC=C(C=C3)F)=O ((1R,2S,7R,8S)-5-(7-azidomethyl-1,1-dioxo-1,4-dihydro-1λ6-thieno[2,3-e][1,2,4]thiadiazin-3-yl)-3-(4-fluoro-benzyl)-6-hydroxy-3-aza-tricyclo[6.2.1.02,7]undec-5-en-4-one). Reported procedure: To a solution of (1R,2S,7R,8S)-3-(4-fluoro-benzyl)-6-hydroxy-5-(7-hydroxymethyl-1,1-dioxo-1,4-dihydro-1λ6-thieno[2,3-e][1,2,4]thiadiazin-3-yl)-3-aza-tricyclo[6.2.1.02,7]undec-5-en-4-one (0.38 g, 0.76 mmol) in dichloromethane (9 mL) at 0° C. was added 1,8-diazabicyclo[5.4.0]undec-7-ene (0.60 mL, 4.03 mmol) and diphenylphosphoryl azide (0.84 mL, 3.88 mmol). The reaction was stirred at 25° C. overnight. The reaction was quenched with 1.0 M aqueous hydrochloric acid solution (10 mL). The resulting m... Yield: 105.3%. Reactants: FC1=CC=C(CN2[C@H]3[C@@H]4CC[C@H]([C@H]3C(=C(C2=O)C2=NS(C3=C(N2)SC=C3CO)(=O)=O)O)C4)C=C1 ((1R,2S,7R,8S)-3-(4-fluoro-benzyl)-6-hydroxy-5-(7-hydroxymethyl-1,1-dioxo-1,4-dihydro-1λ6-thieno[2,3-e][1,2,4]thiadiazin-3-yl)-3-aza-tricyclo[6.2.1.02,7]undec-5-en-4-one), N12CCCCCC2=NCCC1 (1,8-diazabicyclo[5.4.0]undec-7-ene), C1(=CC=CC=C1)P(=O)(C1=CC=CC=C1)N=[N+]=[N-] (diphenylphosphoryl azide). Reaction SMILES: [F:1][C:2]1[CH:34]=[CH:33][C:5]([CH2:6][N:7]2[C:16](=[O:17])[C:15]([C:18]3[NH:23][C:22]4[S:24][CH:25]=[C:26]([CH2:27]O)[C:21]=4[S:20](=[O:30])(=[O:29])[N:19]=3)=[C:14]([OH:31])[C@H:13]3[C@@H:8]2[C@H:9]2[CH2:32][C@@H:12]3[CH2:11][CH2:10]2)=[CH:4][CH:3]=1.N12CCCN=C1CCCCC2.C1(P([N:60]=[N+:61]=[N-:62])(C2C=CC=CC=2)=O)C=CC=CC=1>ClCCl>[N:60]([CH2:27][C:26]1[C:21]2[S:20](=[O:29])(=[O:30])[N:19]=[C:18]([C:15]3[C:16](=[O:17])[N:7]([CH2:6][C:5]4[CH:33]=[CH:34][C:2]([F:1])=[CH:3][CH:4]=4)[CH:8]4[CH:13]([C:14]=3[OH:31])[CH:12]3[CH2:32][CH:9]4[CH2:10][CH2:11]3)[NH:23][C:22]=2[S:24][CH:25]=1)=[N+:61]=[N-:62].[N:60]([CH2:27][C:26]1[C:21]2[S:20](=[O:29])(=[O:30])[N:19]=[C:18]([C:15]3[C:16](=[O:17])[N:7]([CH2:6][C:5]4[CH:33]=[CH:34][C:2]([F:1])=[CH:3][CH:4]=4)[C@@H:8]4[C@H:13]([C:14]=3[OH:31])[C@@H:12]3[CH2:32][C@H:9]4[CH2:10][CH2:11]3)[NH:23][C:22]=2[S:24][CH:25]=1)=[N+:61]=[N-:62]. Run in ClCCl (dichloromethane). Run at temperature 25 celsius, time 8 hour. Starting materials: C(C)(=O)O[C@@H]1C[C@@H]2CC[C@H]3[C@@H]4C[C@H]5[C@H]([C@H](C)[C@]6(O5)CC[C@@H](C)CO6)[C@]4([C@@H](C([C@@H]3[C@]2(CC1)C)=O)OC(C)=O)C ((3β,5α,12β,25R)-3,12-di(acetoxy)-spirostan-11-one), C([O-])([O-])=O.[K+].[K+] (potassium carbonate). The solvent is CO (methanol), C1CCOC1 (THF), O (water). Product: C[C@H]1[C@H]2[C@H](C[C@H]3[C@@H]4CC[C@H]5C[C@H](CC[C@]5(C)[C@H]4C([C@H]([C@]23C)O)=O)O)O[C@]12CC[C@@H](C)CO2 ((3β,5α,12β,25R)spirostan-3,12-diol-11-one). As a reaction SMILES: C([O:4][C@H:5]1[CH2:31][CH2:30][C@@:29]2([CH3:32])[C@@H:7]([CH2:8][CH2:9][C@@H:10]3[C@@H:28]2[C:27](=[O:33])[C@@H:26]([O:34]C(=O)C)[C@@:25]2([CH3:38])[C@H:11]3[CH2:12][C@@H:13]3[O:18][C@@:17]4([O:24][CH2:23][C@H:21]([CH3:22])[CH2:20][CH2:19]4)[C@@H:15]([CH3:16])[C@@H:14]32)[CH2:6]1)(=O)C.C(=O)([O-])[O-].[K+].[K+]>O.CO.C1COCC1>[CH3:16][C@@H:15]1[C@:17]2([O:24][CH2:23][C@H:21]([CH3:22])[CH2:20][CH2:19]2)[O:18][C@H:13]2[CH2:12][C@@H:11]3[C@@:25]([CH3:38])([C@@H:14]12)[C@H:26]([OH:34])[C:27](=[O:33])[C@H:28]1[C@H:10]3[CH2:9][CH2:8][C@@H:7]2[C@:29]1([CH3:32])[CH2:30][CH2:31][C@H:5]([OH:4])[CH2:6]2 |f:1.2.3|. Procedure details: (3β,5α,12β,25R)-3,12-di(acetoxy)-spirostan-11-one (purchased from Steraloids, Inc., or see preparation G13) was saponified with potassium carbonate in water, methanol and THF to provide the title compound. Reported procedure: By the method of Example 13, using flash chromatography with 40:9:1 CH2Cl2 :hexane:isopropanol as eluant and recrystallization from 1:1 toluene:hexane, the title product of Example 25 (0.37 g, 0.00128 mol) and 2-picolyl chloride were converted to present title product, 0.15 g (30%), m.p. 105°-107° C. MS (m/e) calculated: 379.1424, found: 379.1394. The product is COC=1C=C(O[C@@H]2COC3=CC=C(C=C3[C@@H]2O)OCC2=NC=CC=C2)C=CC1 (cis-3-(3-Methoxyphenoxy)-6-(2-pyridyl)methoxy-4-chromanol). Solvent: C(Cl)Cl (CH2Cl2). Reactants: COC=1C=C(O[C@@H]2COC3=CC=C(C=C3[C@@H]2O)O)C=CC1 ((±)-cis-3-(3-Methoxyphenoxy)-4,6-chromandiol), N1=C(C=CC=C1)CCl (2-picolyl chloride). Reaction SMILES: [CH3:1][O:2][C:3]1[CH:4]=[C:5]([CH:19]=[CH:20][CH:21]=1)[O:6][C@H:7]1[C@@H:16]([OH:17])[C:15]2[C:10](=[CH:11][CH:12]=[C:13]([OH:18])[CH:14]=2)[O:9][CH2:8]1.[N:22]1[CH:27]=[CH:26][CH:25]=[CH:24][C:23]=1[CH2:28]Cl>C(Cl)Cl>[CH3:1][O:2][C:3]1[CH:4]=[C:5]([CH:19]=[CH:20][CH:21]=1)[O:6][C@H:7]1[C@@H:16]([OH:17])[C:15]2[C:10](=[CH:11][CH:12]=[C:13]([O:18][CH2:28][C:23]3[CH:24]=[CH:25][CH:26]=[CH:27][N:22]=3)[CH:14]=2)[O:9][CH2:8]1. Starting materials: C1(CCCCC1)P(C1CCCCC1)C1CCCCC1 (tricyclohexylphosphine), ClC1=CC(=C2C=NN(C2=C1)S(=O)(=O)C1=CC=CC=C1)C=1OC(=CN1)CN1CCN(CC1)C(C)C (2-(6-chloro-1-(phenylsulfonyl)-1H-indazol-4-yl)-5-((4-isopropylpiperazin-1-yl)methyl)oxazole), CC1(OB(OC1(C)C)C1=C2C=CNC2=CC=C1)C (4-(4,4,5,5-tetramethyl-1,3,2-dioxaborolan-2-yl)-1H-indole), [O-]P(=O)([O-])[O-].[K+].[K+].[K+] (K3PO4), KHF2, N#N (N2). The reagents and catalysts are CC(=O)[O-].CC(=O)[O-].[Pd+2] (Pd(OAc)2). Run in O (water), CC(C)O (IPA). Run at temperature 20 celsius, time 1 hour. The product is N1C=CC2=C(C=CC=C12)C1=CC(=C2C=NN(C2=C1)S(=O)(=O)C1=CC=CC=C1)C=1OC(=CN1)CN1CCN(CC1)C(C)C (2-(6-(1H-indol-4-yl)-1-(phenylsulfonyl)-1H-indazol-4-yl)-5-((4-isopropylpiperazin-1-yl)methyl)oxazole). As a reaction SMILES: Cl[C:2]1[CH:10]=[C:9]2[C:5]([CH:6]=[N:7][N:8]2[S:11]([C:14]2[CH:19]=[CH:18][CH:17]=[CH:16][CH:15]=2)(=[O:13])=[O:12])=[C:4]([C:20]2[O:21][C:22]([CH2:25][N:26]3[CH2:31][CH2:30][N:29]([CH:32]([CH3:34])[CH3:33])[CH2:28][CH2:27]3)=[CH:23][N:24]=2)[CH:3]=1.CC1(C)C(C)(C)OB([C:43]2[CH:51]=[CH:50][CH:49]=[C:48]3[C:44]=2[CH:45]=[CH:46][NH:47]3)O1.[O-]P([O-])([O-])=O.[K+].[K+].[K+].N#N.C1(P(C2CCCCC2)C2CCCCC2)CCCCC1>CC([O-])=O.CC([O-])=O.[Pd+2].O.CC(O)C>[NH:47]1[C:48]2[C:44](=[C:43]([C:2]3[CH:10]=[C:9]4[C:5]([CH:6]=[N:7][N:8]4[S:11]([C:14]4[CH:15]=[CH:16][CH:17]=[CH:18][CH:19]=4)(=[O:12])=[O:13])=[C:4]([C:20]4[O:21][C:22]([CH2:25][N:26]5[CH2:31][CH2:30][N:29]([CH:32]([CH3:33])[CH3:34])[CH2:28][CH2:27]5)=[CH:23][N:24]=4)[CH:3]=3)[CH:51]=[CH:50][CH:49]=2)[CH:45]=[CH:46]1 |f:2.3.4.5,8.9.10|. Reported procedure: A mixture of 2-(6-chloro-1-(phenylsulfonyl)-1H-indazol-4-yl)-5-((4-isopropylpiperazin-1-yl)methyl)oxazole (1.0 eq., 1 wt, 10.0 g), 4-(4,4,5,5-tetramethyl-1,3,2-dioxaborolan-2-yl)-1H-indole (1.1 eq., 0.535 wt, 5.35 g) and K3PO4 (1.2 eq., 0.509 wt, 5.09 g) are charged sequentially to a stirred vessel containing IPA (5 vols, 50 ml) and water (5 vols, 50 ml). KHF2 (2.2 eq., 0.344 wt, 3.44 g) is then added and the mixture heated to 75-80° C. under a flow of N2 for at least 1 hr to degas. Meanwhile, I...